This data is from the Open Reaction Database (ORD), a public repository of structured organic reaction records. The task is: describe an organic reaction: reactants, conditions, products, and yield Starting materials: C1(=CC=CC=C1)P(=O)(C1=CC=CC=C1)ON (O-(diphenylphosphoryl)hydroxylamine), BrC1=CC=C(C=C1)C1=NNC(C2=CC=CC=C12)=O (4-(4-bromophenyl)phthalazin-1(2H)-one), CC(C)(C)[O-].[K+] (KOtBu). Run in CN(C)C=O (DMF), C1CCOC1 (THF), CCOC(=O)C (EtOAc). Run at time 45 minute. The product is NN1C(C2=CC=CC=C2C(=N1)C1=CC=C(C=C1)Br)=O (2-amino-4-(4-bromophenyl)phthalazin-1(2H)-one). Yield: 144.1%. Reaction SMILES: [Br:1][C:2]1[CH:7]=[CH:6][C:5]([C:8]2[C:17]3[C:12](=[CH:13][CH:14]=[CH:15][CH:16]=3)[C:11](=[O:18])[NH:10][N:9]=2)=[CH:4][CH:3]=1.CC([O-])(C)C.[K+].C1(P(O[NH2:40])(C2C=CC=CC=2)=O)C=CC=CC=1>C1COCC1.CN(C=O)C.CCOC(C)=O>[NH2:40][N:10]1[N:9]=[C:8]([C:5]2[CH:4]=[CH:3][C:2]([Br:1])=[CH:7][CH:6]=2)[C:17]2[C:12](=[CH:13][CH:14]=[CH:15][CH:16]=2)[C:11]1=[O:18] |f:1.2|. Procedure details: A mixture of 4-(4-bromophenyl)phthalazin-1(2H)-one (Aldrich) (0.200 g, 0.663 mmol) and KOtBu (1 M in THF, 1.0 mL, 1.0 mmol) in THF (2 mL) was stirred for 45 minutes, diluted with DMF (1 mL), and O-(diphenylphosphoryl)hydroxylamine (0.240 g, 1.03 mmol) was added and stirred for 90 minutes. The mixture was diluted with EtOAc, washed with saturated aqueous NaHCO3 and brine, dried (Na2SO4), and concentrated to give 302 mg of crude material as a white solid, which was used without purification. LC/MS...